Dataset: the Open Reaction Database (ORD), a public repository of structured organic reaction records. Task: describe an organic reaction: reactants, conditions, products, and yield The reactants are raw material, CS(=O)(=O)CCNCC1=CC=C(O1)C=2C=CC3=C(C2)C(=NC=N3)NC=4C=CC(=C(C4)Cl)OCC=5C=CC=C(C5)F (Lapatinib), II (iodine), ICl (iodinemonochloride), NC1=C(C#N)C=CC=C1 (2-amino benzonitrile). Product: NC1=C(C#N)C=C(C=C1)I (2-amino-5-iodobenzonitrile). RXN SMILES: CS(CCNCC1OC([C:14]2[CH:15]=[CH:16][C:17]3[N:23]=C[N:21]=[C:20](NC4C=CC(OCC5C=CC=C(F)C=5)=C(Cl)C=4)[C:18]=3[CH:19]=2)=CC=1)(=O)=O.NC1C=CC=CC=1C#N.[I:50]I.ICl>>[NH2:23][C:17]1[CH:16]=[CH:15][C:14]([I:50])=[CH:19][C:18]=1[C:20]#[N:21]. Reported procedure: Accordingly, the basic raw material selected for the synthesis of Lapatinib of formula-(1) is commercially available 2-amino benzonitrile of formula-(6), which reacts with iodine or iodinemonochloride to get 2-amino-5-iodobenzonitrile of the formula-(7). The compound of the formula-(7) on reaction with a novel compound N1-(3-chloro-4-(3-fluorobenzyloxy)phenyl)-N,N-dimethylformamidine (8) at elevated temperature gives the compound N-[3-chloro-4-[(3-fluorobenzyloxy)phenyl]-6-iodo-quinazolinamine o... Starting materials: C[C@H](C1=CC=CC=C1)N.OC1=CC=C(C=C1)[C@@H](CC(=O)O)C#CC ((R)-3-(4-hydroxyphenyl)-hex-4-ynoic acid (R)-α-methylbenzylamine salt), S(=O)(=O)(O)[O-].[K+] (potassium hydrogen sulfate). The solvent is C(C)(=O)OCC (ethyl acetate). The product is OC1=CC=C(C=C1)[C@@H](CC(=O)O)C#CC ((R)-3-(4-hydroxyphenyl)-hex-4-ynoic acid). The yield is 99.6%. RXN SMILES: C[C@@H](N)C1C=CC=CC=1.[OH:10][C:11]1[CH:16]=[CH:15][C:14]([C@H:17]([C:22]#[C:23][CH3:24])[CH2:18][C:19]([OH:21])=[O:20])=[CH:13][CH:12]=1.S([O-])(O)(=O)=O.[K+]>C(OCC)(=O)C>[OH:10][C:11]1[CH:12]=[CH:13][C:14]([C@H:17]([C:22]#[C:23][CH3:24])[CH2:18][C:19]([OH:21])=[O:20])=[CH:15][CH:16]=1 |f:0.1,2.3|. Procedure: (R)-3-(4-hydroxyphenyl)-hex-4-ynoic acid (R)-α-methylbenzylamine salt (40 g) obtained in Step 1 was suspended in ethyl acetate (300 mL)-saturated aqueous potassium hydrogen sulfate solution (30 mL). The suspension was vigorously stirred until it became a solution, followed by extraction of the reaction mixture with ethyl acetate twice. The organic layer was washed successively with water and saturated brine, dried and concentrated to give (R)-3-(4-hydroxyphenyl)-hex-4-ynoic acid (25 g). Reactants: Oc1ccc(Br)cc1C(F)(F)F, O=C([O-])[O-], CN(C)C=O, ClCc1ccccc1, [K+], [K+]. Product: FC(F)(F)c1cc(Br)ccc1OCc1ccccc1. Reaction SMILES: [Br:1][c:2]1[cH:3][c:4]([C:9]([F:10])([F:11])[F:12])[c:5]([OH:8])[cH:6][cH:7]1.[C:13](=[O:14])([O-:15])[O-:16].[CH3:27][N:28]([CH3:29])[CH:30]=[O:31].[Cl:19][CH2:20][c:21]1[cH:22][cH:23][cH:24][cH:25][cH:26]1.[K+:17].[K+:18]>>[Br:1][c:2]1[cH:3][c:4]([C:9]([F:10])([F:11])[F:12])[c:5]([O:8][CH2:20][c:21]2[cH:22][cH:23][cH:24][cH:25][cH:26]2)[cH:6][cH:7]1. Starting materials: COC(=O)C(=CC1CCCCC1)c1ccc(F)c(F)c1, CCO, [Na+], [OH-]. Yields the product O=C(O)C(=CC1CCCCC1)c1ccc(F)c(F)c1. As a reaction SMILES: [CH3:1][O:2][C:3]([C:4](=[CH:5][CH:6]1[CH2:7][CH2:8][CH2:9][CH2:10][CH2:11]1)[c:12]1[cH:13][c:14]([F:19])[c:15]([F:18])[cH:16][cH:17]1)=[O:20].[CH3:23][CH2:24][OH:25].[Na+:22].[OH-:21]>>[O:2]=[C:3]([C:4](=[CH:5][CH:6]1[CH2:7][CH2:8][CH2:9][CH2:10][CH2:11]1)[c:12]1[cH:13][c:14]([F:19])[c:15]([F:18])[cH:16][cH:17]1)[OH:20]. Reactants: C(C1=CC=CC=C1)N1N=CC2=CC=C(C=C12)Br (N1-Benzyl-6-bromo-1H-indazole), [OH-].[Na+] (NaOH), CC1(OB(OC(C1)C)C=C)C (4,4,6-Trimethyl-2-vinyl-1,3,2-dioxaborinane), C(C1=CC=CC=C1)N1N=CC2=CC=C(C=C12)Br (N1-Benzyl-6-bromo-1H-indazole), vinyl, crude material, C(C1=CC=CC=C1)N1N=CC2=CC=C(C=C12)Br (N1-Benzyl-6-bromo-1H-indazole), diol. Reagents/catalysts: CC(=O)[O-].CC(=O)[O-].[Pd+2] (Pd(OAc)2), C1=CC=C(C=C1)P(C2=CC=CC=C2)C3=CC=CC=C3 (PPh3). Run in C1CCOC1.O (THF water). The product is C(C1=CC=CC=C1)N1N=CC2=CC=C(C=C12)C=C (N1-Benzyl-6-vinyl-1H-indazole). As a reaction SMILES: [CH2:1]([N:8]1[C:16]2[C:11](=[CH:12][CH:13]=[C:14](Br)[CH:15]=2)[CH:10]=[N:9]1)[C:2]1[CH:7]=[CH:6][CH:5]=[CH:4][CH:3]=1.[OH-].[Na+].[CH3:20][C:21]1(C)CC(C)OB(C=C)O1>C1COCC1.O.CC([O-])=O.CC([O-])=O.[Pd+2].C1C=CC(P(C2C=CC=CC=2)C2C=CC=CC=2)=CC=1>[CH2:1]([N:8]1[C:16]2[C:11](=[CH:12][CH:13]=[C:14]([CH:20]=[CH2:21])[CH:15]=2)[CH:10]=[N:9]1)[C:2]1[CH:7]=[CH:6][CH:5]=[CH:4][CH:3]=1 |f:1.2,4.5,6.7.8|. Procedure details: A mixture of N1-Benzyl-6-bromo-1H-indazole (10.2 g, 35.5 mmol) and NaOH (4.3 g, 107 mmol) in THF/water (9:1, 350 mL) was purged with nitrogen. In a separate flask, Pd(OAc)2 (0.16 g, 0.7 mmol, 2 mol %) and PPh3 (0.37 g, 1.4 mmol, 4 mol %) were stirred together in nitrogen-purged dry THF (35 mL) for 10 min, forming a red solution with some suspended solids. Vinylboronic acid pinacol ester (7.5 mL, 44.4 mmol) and the catalyst solution were added to the reaction mixture, and the resulting solution p... Starting materials: [Si](C)(C)(C(C)(C)C)OCCCCP(OCC)(OCC)=O (Diethyl 4-(tert-butyldimethylsilyloxy)butylphosphonate), O (water). The solvent is C(C)(=O)O (acetic acid). Conditions: temperature 70 celsius, time 20 minute. The product is OCCCCP(OCC)(OCC)=O (Diethyl 4-hydroxybutylphosphonate). Isolated yield 90.6%. Reaction SMILES: [Si]([O:8][CH2:9][CH2:10][CH2:11][CH2:12][P:13](=[O:20])([O:17][CH2:18][CH3:19])[O:14][CH2:15][CH3:16])(C(C)(C)C)(C)C.O>C(O)(=O)C>[OH:8][CH2:9][CH2:10][CH2:11][CH2:12][P:13](=[O:20])([O:14][CH2:15][CH3:16])[O:17][CH2:18][CH3:19]. Reported procedure: Diethyl 4-(tert-butyldimethylsilyloxy)butylphosphonate (1.7 g, 5.25 mmol) was dissolved in 80% acetic acid (5 ml) and the resulting solution was stirred at 70° C. for 20 min. The reaction mixture was then allowed to cool and water (2 ml) was added. The resulting mixture was washed with hexane (3×5 ml) and chloroform (5×5 ml). The combined chloroform phase was washed with sat. aq. NaHCO3 (2×10 ml), water (1×10 ml) and the solvents were evaporated under vacuum. The residue was chromatographed on s... Reactants: solution, [Li]CCCC (n-BuLi), hexanes, BrC=1C2=CC=CC=C2N=C2C=C(C=CC12)C1=CC(=CC(=C1)C)C (9-bromo-3-(3,5-dimethylphenyl)acridine), [Sn](C)(C)(C)Cl (Me3SnCl), hexanes. The solvent is C(C)OCC.C1CCOC1 (diethyl ether THF). Conditions: time 18 hour. The product is CC=1C=C(C=C(C1)C)C=1C=CC2=C(C3=CC=CC=C3N=C2C1)[Sn](C)(C)C (3-(3,5-dimethylphenyl)-9-trimethylstannylacridine). The yield is 91.0%. Reaction SMILES: Br[C:2]1[C:3]2[C:8]([N:9]=[C:10]3[C:15]=1[CH:14]=[CH:13][C:12]([C:16]1[CH:21]=[C:20]([CH3:22])[CH:19]=[C:18]([CH3:23])[CH:17]=1)=[CH:11]3)=[CH:7][CH:6]=[CH:5][CH:4]=2.[Li]CCCC.[Sn:29](Cl)([CH3:32])([CH3:31])[CH3:30]>C(OCC)C.C1COCC1>[CH3:23][C:18]1[CH:17]=[C:16]([C:12]2[CH:13]=[CH:14][C:15]3[C:10]([CH:11]=2)=[N:9][C:8]2[C:3](=[CH:4][CH:5]=[CH:6][CH:7]=2)[C:2]=3[Sn:29]([CH3:32])([CH3:31])[CH3:30])[CH:21]=[C:20]([CH3:22])[CH:19]=1 |f:3.4|. Procedure details: A solution of 9-bromo-3-(3,5-dimethylphenyl)acridine, 12, (0.6 g, 1.6 mmol) in 10 ml anhydrous diethyl ether:THF (1:1) was cooled to −78° C. To the solution was added 1.6 M n-BuLi in hexanes (2.4 mmol, 1.5 mL) dropwise over a period of 15 min and then a 1.0 M solution of Me3SnCl in hexanes (3 mL, 3 mmol). The reaction mixture was allowed to warm to room temperature, stirred for 18 hours and concentrated in vacuo. Purification of the orange residue by flash chromatography (100:30:1 hexanes:ethyl ... Starting materials: C([O-])([O-])=O.[K+].[K+] (potassium carbonate), ClC1=CC=C(C=C1)C=1N(C(NN1)=O)CC1=CC=C(C=C1)OC (5-(4-chlorophenyl)-4-(4-methoxyphenylmethyl)-2,4-dihydro-3H-1,2,4-triazol-3-one), ClCC(=O)OCC (ethyl chloroacetate). Solvent: C(C)#N (acetonitrile). Yields the product C(C)OC(CN1N=C(N(C1=O)CC1=CC=C(C=C1)OC)C1=CC=C(C=C1)Cl)=O (Ethyl[3-(4-chlorophenyl)-4-(4-methoxyphenylmethyl)-5-oxo-4,5-dihydro-1H-1,2,4-triazol-1-yl]-acetate). RXN SMILES: C(=O)([O-])[O-].[K+].[K+].[Cl:7][C:8]1[CH:13]=[CH:12][C:11]([C:14]2[N:15]([CH2:20][C:21]3[CH:26]=[CH:25][C:24]([O:27][CH3:28])=[CH:23][CH:22]=3)[C:16](=[O:19])[NH:17][N:18]=2)=[CH:10][CH:9]=1.Cl[CH2:30][C:31]([O:33][CH2:34][CH3:35])=[O:32]>C(#N)C>[CH2:34]([O:33][C:31](=[O:32])[CH2:30][N:17]1[C:16](=[O:19])[N:15]([CH2:20][C:21]2[CH:26]=[CH:25][C:24]([O:27][CH3:28])=[CH:23][CH:22]=2)[C:14]([C:11]2[CH:12]=[CH:13][C:8]([Cl:7])=[CH:9][CH:10]=2)=[N:18]1)[CH3:35] |f:0.1.2|. Reported procedure: 2.54 g (18.4 mmol) of potassium carbonate are added to 2.90 g (9.18 mmol) of 5-(4-chlorophenyl)-4-(4-methoxyphenylmethyl)-2,4-dihydro-3H-1,2,4-triazol-3-one from Example 55A and 1.13 g (9.18 mmol) of ethyl chloroacetate in 60 ml acetonitrile and the mixture is heated under reflux overnight with stirring. It is then concentrated, the residue is partitioned between ethyl acetate and water and the aqueous phase extracted three times more with ethyl acetate. By evaporation of the organic phases, com... Reactants: [BH4-].[Na+] (Sodium borohydride), ClC1=CC(=C(C(=C1)C(C)=O)O)C(C)=O (4-chloro-2,6-diacetylphenol). Yields the product OC(C)C1=C(C(=CC(=C1)Cl)C(C)O)O (2,6-bis(1-hydroxyethyl)-4-chlorophenol), gum. As a reaction SMILES: [BH4-].[Na+].[Cl:3][C:4]1[CH:9]=[C:8]([C:10](=[O:12])[CH3:11])[C:7]([OH:13])=[C:6]([C:14](=[O:16])[CH3:15])[CH:5]=1>>[OH:16][CH:14]([C:6]1[CH:5]=[C:4]([Cl:3])[CH:9]=[C:8]([CH:10]([OH:12])[CH3:11])[C:7]=1[OH:13])[CH3:15] |f:0.1|. Procedure details: Sodium borohydride was added in small portions to a methanolic solution of 4-chloro-2,6-diacetylphenol (5 g) until the colour was completely discharged. The solvent was removed by distillation under reduced pressure to give a white solid which was washed with water and dilute hydrochloric acid. The product, 2,6-bis(1-hydroxyethyl)-4-chlorophenol, was obtained as a pale yellow gum (4.5 g).